This data is from the Open Reaction Database (ORD), a public repository of structured organic reaction records. The task is: describe an organic reaction: reactants, conditions, products, and yield Starting materials: ClC1=CC(=C(C=C1)C(CC(=O)C=1C=CC(N(C1)C)=O)C1=CC(=CC=C1)S(=O)(=O)C)F (5-(3-(4-chloro-2-fluorophenyl)-3-(3-(methylsulfonyl)-phenyl)propanoyl)-1-methylpyridin-2(1H)-one), Cl.NO (hydroxylamine hydrochloride), C(O)([O-])=O.[Na+] (sodium hydrogencarbonate). The product is ClC1=CC(=C(C=C1)C(C\C(=N/O)\C=1C=CC(N(C1)C)=O)C1=CC(=CC=C1)S(=O)(=O)C)F ((E)-5-(3-(4-Chloro-2-fluorophenyl)-1-(hydroxyimino)-3-(3-(methylsulfonyl)phenyl)-propyl)-1-methylpyridin-2(1H)-one). Reported procedure: In analogy to example 151, step 3, 5-(3-(4-chloro-2-fluorophenyl)-3-(3-(methylsulfonyl)-phenyl)propanoyl)-1-methylpyridin-2(1H)-one was reacted with hydroxylamine hydrochloride in the presence of sodium hydrogencarbonate to give the title compound as a colourless solid, MS (ESI+): m/z=463.1 [M+H]+. RXN SMILES: [Cl:1][C:2]1[CH:7]=[CH:6][C:5]([CH:8]([C:20]2[CH:25]=[CH:24][CH:23]=[C:22]([S:26]([CH3:29])(=[O:28])=[O:27])[CH:21]=2)[CH2:9][C:10]([C:12]2[CH:13]=[CH:14][C:15](=[O:19])[N:16]([CH3:18])[CH:17]=2)=O)=[C:4]([F:30])[CH:3]=1.Cl.[NH2:32][OH:33].C(=O)([O-])O.[Na+]>>[Cl:1][C:2]1[CH:7]=[CH:6][C:5]([CH:8]([C:20]2[CH:25]=[CH:24][CH:23]=[C:22]([S:26]([CH3:29])(=[O:28])=[O:27])[CH:21]=2)[CH2:9]/[C:10](/[C:12]2[CH:13]=[CH:14][C:15](=[O:19])[N:16]([CH3:18])[CH:17]=2)=[N:32]\[OH:33])=[C:4]([F:30])[CH:3]=1 |f:1.2,3.4|. Reactants: C1(=CC=CC=C1)CC(=O)OC(C)(C)C (tert-butyl 2-phenylacetate), C[Si](C)(C)[N-][Si](C)(C)C.[K+] (KHMDS), C1(=CC=CC=C1)C (toluene), 4D, FC(CC[C@H](C(=O)OCC1=CC=CC=C1)OS(=O)(=O)C(F)(F)F)(F)F ((R)-benzyl 5,5,5-trifluoro-2-(((trifluoromethyl)sulfonyl)oxy)pentanoate). The solvent is C1CCOC1 (THF), C1CCOC1 (THF), C1CCOC1 (THF). Reaction conditions: temperature -78 celsius, time 15 minute. Yields the product C1(=CC=CC=C1)[C@@H]([C@H](C(=O)OCC1=CC=CC=C1)CCC(F)(F)F)C(=O)OC(C)(C)C ((2R,3R)-1-benzyl 4-tert-butyl 3-phenyl-2-(3,3,3-trifluoropropyl)succinate). The yield is 37.1%. As a reaction SMILES: [C:1]1([CH2:7][C:8]([O:10][C:11]([CH3:14])([CH3:13])[CH3:12])=[O:9])[CH:6]=[CH:5][CH:4]=[CH:3][CH:2]=1.C[Si]([N-][Si](C)(C)C)(C)C.[K+].C1(C)C=CC=CC=1.[F:32][C:33]([F:56])([F:55])[CH2:34][CH2:35][C@@H:36](OS(C(F)(F)F)(=O)=O)[C:37]([O:39][CH2:40][C:41]1[CH:46]=[CH:45][CH:44]=[CH:43][CH:42]=1)=[O:38]>C1COCC1>[C:1]1([C@H:7]([C:8]([O:10][C:11]([CH3:14])([CH3:13])[CH3:12])=[O:9])[C@@H:36]([CH2:35][CH2:34][C:33]([F:32])([F:55])[F:56])[C:37]([O:39][CH2:40][C:41]2[CH:46]=[CH:45][CH:44]=[CH:43][CH:42]=2)=[O:38])[CH:6]=[CH:5][CH:4]=[CH:3][CH:2]=1 |f:1.2|. Procedure details: A solution of tert-butyl 2-phenylacetate (8.5 g, 44.2 mmol) in THF (400 mL) in a 1 L round-bottomed flask was cooled in −78° C. bath and treated with a solution of KHMDS, 0.5M in toluene (97 mL, 48.6 mmol) via cannula over 10 minutes. After 10 minutes the mixture was removed from the bath and placed in a room temperature water bath and stirred for 15 minutes and then again cooled in −78° C. bath. After 15 minutes a solution of Preparation 4D (R)-benzyl 5,5,5-trifluoro-2-(((trifluoromethyl)sulfon... Starting materials: Cl, C#CCN1C(=O)C2CC(c3ccc([N+](=O)[O-])cc3)(C2)C1=O, O, [Sn]. Yields the product C#CCN1C(=O)C2CC(c3ccc(N)cc3)(C2)C1=O. As a reaction SMILES: [ClH:24].[N+:1]([O-:2])(=[O:3])[c:4]1[cH:5][cH:6][c:7]([C:10]23[C:11](=[O:21])[N:12]([CH2:18][C:19]#[CH:20])[C:13](=[O:17])[CH:14]([CH2:15]2)[CH2:16]3)[cH:8][cH:9]1.[OH2:23].[Sn:22]>>[NH2:1][c:4]1[cH:5][cH:6][c:7]([C:10]23[C:11](=[O:21])[N:12]([CH2:18][C:19]#[CH:20])[C:13](=[O:17])[CH:14]([CH2:15]2)[CH2:16]3)[cH:8][cH:9]1. The reactants are OCc1cccc(C2=CCCC2)c1, ClC(Cl)Cl, O=[Mn]=O. Yields the product O=Cc1cccc(C2=CCCC2)c1. As a reaction SMILES: [C:1]1([c:6]2[cH:7][c:8]([CH2:12][OH:13])[cH:9][cH:10][cH:11]2)=[CH:2][CH2:3][CH2:4][CH2:5]1.[CH:17]([Cl:18])([Cl:19])[Cl:20].[O:14]=[Mn:15]=[O:16]>>[C:1]1([c:6]2[cH:7][c:8]([CH:12]=[O:13])[cH:9][cH:10][cH:11]2)=[CH:2][CH2:3][CH2:4][CH2:5]1. Starting materials: CC(C)(C)OC(=O)N1C2CCC1CC(c1ccccc1)C2, ClCCl, ClCCl, O=C(O)C(F)(F)F, O=c1sc2ccccc2n1CCCI, [K+], [K+], [N-]=C=O, O=C([O-])[O-]. Product: O=c1sc2ccccc2n1CCCN1C2CCC1CC(c1ccccc1)C2. RXN SMILES: [C:1]([O:2][C:6](=[O:3])[N:8]1[CH:9]2[CH2:10][CH:11]([c:16]3[cH:17][cH:18][cH:19][cH:20][cH:21]3)[CH2:12][CH:13]1[CH2:14][CH2:15]2)([CH3:4])([CH3:5])[CH3:7].[Cl:45][CH2:46][Cl:47].[Cl:55][CH2:56][Cl:57].[F:48][C:49]([F:50])([F:51])[C:52]([OH:53])=[O:54].[I:22][CH2:23][CH2:24][CH2:25][n:26]1[c:27](=[O:35])[s:28][c:29]2[c:30]1[cH:31][cH:32][cH:33][cH:34]2.[K+:36].[K+:37].[N-:42]=[C:43]=[O:44].[O-:38][C:39]([O-:40])=[O:41]>>[CH2:6]([N:8]1[CH:9]2[CH2:10][CH:11]([c:16]3[cH:17][cH:18][cH:19][cH:20][cH:21]3)[CH2:12][CH:13]1[CH2:14][CH2:15]2)[CH2:24][CH2:25][n:26]1[c:27](=[O:35])[s:28][c:29]2[c:30]1[cH:31][cH:32][cH:33][cH:34]2. The reactants are [N+](=O)([O-])C1=CC=C(C=C1)O (4-nitrophenol), C(Cl)C1CO1 (epichlorohydrin), [OH-].[Na+] (sodium hydroxide). Solvent: O (water). Conditions: temperature 100 celsius, time 17 hour. The product is [N+](=O)([O-])C1=CC=C(C=C1)OCC1CO1 (3-(4-nitrophenyloxy)-1,2-epoxypropane). Reaction SMILES: [N+:1]([C:4]1[CH:9]=[CH:8][C:7]([OH:10])=[CH:6][CH:5]=1)([O-:3])=[O:2].[CH2:11]([CH:13]1[O:15][CH2:14]1)Cl.[OH-].[Na+]>O>[N+:1]([C:4]1[CH:9]=[CH:8][C:7]([O:10][CH2:11][CH:13]2[O:15][CH2:14]2)=[CH:6][CH:5]=1)([O-:3])=[O:2] |f:2.3|. Procedure: A mixture of 4-nitrophenol (0.6 mole, 82.3 grams), epichlorohydrin (1.8 mole, 167 g.) and piperidene (3 ml.) is stirred at 100° C. for 17 hours. The solution is evaporated and to the residue is added sodium hydroxide (2 mole) in 500 ml. of water. After 24 hours of stirring, the solution is extracted with chloroform. After washing with dilute sodium hydroxide, the dried chloroform solution is evaporated yielding 3-(4-nitrophenyloxy)-1,2-epoxypropane. A solution of the epoxide (1.0 g.) in 50% aque... Reactants: BrC1=C(N(C=C1)NC([C@H](C)NC(=O)OC(C)(C)C)=O)C(=O)OC ((S)-methyl 3-bromo-1-(2-(tert-butoxycarbonylamino)propanamido)-1H-pyrrole-2-carboxylate), COC1=CC=C(CN2N=CC(=C2)N)C=C1 (1-(4-methoxybenzyl)-1H-pyrazol-4-amine), 27a. Product: BrC1=C(N(C=C1)NC([C@H](C)NC(OC(C)(C)C)=O)=O)C(NC=1C=NN(C1)CC1=CC=C(C=C1)OC)=O ((S)-tert-Butyl 1-(3-bromo-2-(1-(4-methoxybenzyl)-1H-pyrazol-4-ylcarbamoyl)-1H-pyrrol-1-ylamino)-1-oxopropan-2-ylcarbamate). Isolated yield 60.0%. Reaction SMILES: [Br:1][C:2]1[CH:6]=[CH:5][N:4]([NH:7][C:8](=[O:19])[C@@H:9]([NH:11][C:12]([O:14][C:15]([CH3:18])([CH3:17])[CH3:16])=[O:13])[CH3:10])[C:3]=1[C:20]([O:22]C)=O.[CH3:24][O:25][C:26]1[CH:38]=[CH:37][C:29]([CH2:30][N:31]2[CH:35]=[C:34]([NH2:36])[CH:33]=[N:32]2)=[CH:28][CH:27]=1>>[Br:1][C:2]1[CH:6]=[CH:5][N:4]([NH:7][C:8](=[O:19])[C@@H:9]([NH:11][C:12](=[O:13])[O:14][C:15]([CH3:16])([CH3:17])[CH3:18])[CH3:10])[C:3]=1[C:20](=[O:22])[NH:36][C:34]1[CH:33]=[N:32][N:31]([CH2:30][C:29]2[CH:37]=[CH:38][C:26]([O:25][CH3:24])=[CH:27][CH:28]=2)[CH:35]=1. Procedure: This compound was prepared starting from (S)-methyl 3-bromo-1-(2-(tert-butoxycarbonylamino)propanamido)-1H-pyrrole-2-carboxylate (300 mg, 0.77 mmol) and 1-(4-methoxybenzyl)-1H-pyrazol-4-amine (469 mg, 2.31 mmol) following the experimental procedure described in Preparation 27a to afford 271 mg (96% purity, 60% yield) of the title compound after purification by flash chromatography (0% to 70% AcOEt/hexanes). Starting materials: O=C1N(C(C2=CC(=CC=C12)N(S(=O)(=O)C)CC=1SC=CC1)=O)CC(=O)OC(C)(C)C (tert-butyl 2-(1,3-dioxo-5-(N-(thiophen-2-ylmethyl)methylsulfonamido)isoindolin-2-yl)acetate), Cl (HCl). Run in O1CCOCC1 (dioxane). Conditions: temperature 50 celsius, time 4 hour. Product: O=C1N(C(C2=CC(=CC=C12)N(S(=O)(=O)C)CC=1SC=CC1)=O)CC(=O)O (2-(1,3-dioxo-5-(N-(thiophen-2-ylmethyl)methylsulfonamido) isoindolin-2-yl)acetic acid). The yield is 96.5%. Reaction SMILES: [O:1]=[C:2]1[C:10]2[C:5](=[CH:6][C:7]([N:11]([CH2:16][C:17]3[S:18][CH:19]=[CH:20][CH:21]=3)[S:12]([CH3:15])(=[O:14])=[O:13])=[CH:8][CH:9]=2)[C:4](=[O:22])[N:3]1[CH2:23][C:24]([O:26]C(C)(C)C)=[O:25].Cl>O1CCOCC1>[O:1]=[C:2]1[C:10]2[C:5](=[CH:6][C:7]([N:11]([CH2:16][C:17]3[S:18][CH:19]=[CH:20][CH:21]=3)[S:12]([CH3:15])(=[O:14])=[O:13])=[CH:8][CH:9]=2)[C:4](=[O:22])[N:3]1[CH2:23][C:24]([OH:26])=[O:25]. Reported procedure: To a stirred solution of tert-butyl 2-(1,3-dioxo-5-(N-(thiophen-2-ylmethyl)methylsulfonamido)isoindolin-2-yl)acetate (580 mg, 1.287 mmol) in dioxane (15 ml), aqueous 12M HCl (1 ml, 12.00 mmol) was added drop wise. The resulting mixture was stirred at 50° C. for 4 hours. The volatiles were removed under vacuum and the crude 2-(1,3-dioxo-5-(N-(thiophen-2-ylmethyl)methylsulfonamido) isoindolin-2-yl)acetic acid (490 mg, 1.242 mmol, 97% yield, MS/ESI+ 395.0 [MH]+). was used without further purificati...